From a dataset of the Open Reaction Database (ORD), a public repository of structured organic reaction records. describe an organic reaction: reactants, conditions, products, and yield The reactants are CN1CCN(CC1)C=1C=C(C=CC1)N (3-(4-methylpiperazin-1-yl)benzenamine), C1=C(C=CC2=CC=CC=C12)S(=O)(=O)Cl (naphthalene-2-sulfonyl chloride). Product: CN1CCN(CC1)C=1C=C(C=CC1)NS(=O)(=O)C1=CC2=CC=CC=C2C=C1 (Naphthalene-2-sulfonic acid[3-(4-methylpiperazin-1-yl)phenyl]amide). RXN SMILES: [CH3:1][N:2]1[CH2:7][CH2:6][N:5]([C:8]2[CH:9]=[C:10]([NH2:14])[CH:11]=[CH:12][CH:13]=2)[CH2:4][CH2:3]1.[CH:15]1[C:24]2[C:19](=[CH:20][CH:21]=[CH:22][CH:23]=2)[CH:18]=[CH:17][C:16]=1[S:25](Cl)(=[O:27])=[O:26]>>[CH3:1][N:2]1[CH2:3][CH2:4][N:5]([C:8]2[CH:9]=[C:10]([NH:14][S:25]([C:16]3[CH:17]=[CH:18][C:19]4[C:24](=[CH:23][CH:22]=[CH:21][CH:20]=4)[CH:15]=3)(=[O:27])=[O:26])[CH:11]=[CH:12][CH:13]=2)[CH2:6][CH2:7]1. Reported procedure: The title compound (E132) was prepared from 3-(4-methylpiperazin-1-yl)benzenamine and naphthalene-2-sulfonyl chloride according to the method of Example 1 MH+=382. The product is O=C(NCC(=O)N1CCN(C(=O)c2ccccc2C(F)(F)F)CC1)c1ccc(Nc2ccccc2)nc1. RXN SMILES: [CH3:26][CH2:27][N:28]=[C:29]=[N:30][CH2:31][CH2:32][CH2:33][N:34]([CH3:35])[CH3:36].[CH:1]([N:2]([CH2:3][CH3:4])[CH:5]([CH3:6])[CH3:7])([CH3:8])[CH3:9].[ClH:69].[NH2:47][CH2:48][C:49](=[O:50])[N:51]1[CH2:52][CH2:53][N:54]([C:57]([c:58]2[c:59]([C:64]([F:65])([F:66])[F:67])[cH:60][cH:61][cH:62][cH:63]2)=[O:68])[CH2:55][CH2:56]1.[O:70]=[CH:71][N:72]([CH3:73])[CH3:74].[OH2:75].[OH:37][n:38]1[c:39]2[c:40]([cH:41][cH:42][cH:43][cH:44]2)[n:45][n:46]1.[c:10]1([NH:16][c:17]2[cH:18][cH:19][c:20]([C:23](=[O:24])[OH:25])[cH:21][n:22]2)[cH:11][cH:12][cH:13][cH:14][cH:15]1>>[c:10]1([NH:16][c:17]2[cH:18][cH:19][c:20]([C:23](=[O:25])[NH:47][CH2:48][C:49](=[O:50])[N:51]3[CH2:52][CH2:53][N:54]([C:57]([c:58]4[c:59]([C:64]([F:65])([F:66])[F:67])[cH:60][cH:61][cH:62][cH:63]4)=[O:68])[CH2:55][CH2:56]3)[cH:21][n:22]2)[cH:11][cH:12][cH:13][cH:14][cH:15]1. The reactants are CCN=C=NCCCN(C)C, CCN(C(C)C)C(C)C, Cl, NCC(=O)N1CCN(C(=O)c2ccccc2C(F)(F)F)CC1, CN(C)C=O, O, On1nnc2ccccc21, O=C(O)c1ccc(Nc2ccccc2)nc1. Reactants: COc1ccc(Br)nc1[N+](=O)[O-], CCO, [Cl-], [Fe], [NH4+], O. The product is COc1ccc(Br)nc1N. Reaction SMILES: [Br:1][c:2]1[cH:3][cH:4][c:5]([O:11][CH3:12])[c:6]([N+:8]([O-:9])=[O:10])[n:7]1.[CH3:13][CH2:14][OH:15].[Cl-:16].[Fe:18].[NH4+:17].[OH2:19]>>[Br:1][c:2]1[cH:3][cH:4][c:5]([O:11][CH3:12])[c:6]([NH2:8])[n:7]1. Starting materials: ClC=1N(N=C2C=CC=CC12)C1=CC=C(C=C1)OCCCCl (3-Chloro-2-[4-(3-chloro-propoxy)-phenyl]-2H-indazole), CN (methyl amine). Solvent: C(C)#N (acetonitrile). Conditions: temperature 60 celsius, time 16 hour. Product: Cl.ClC=1N(N=C2C=CC=CC12)C1=CC=C(OCCCNC)C=C1 ({3-[4-(3-Chloro-indazol-2-yl)-phenoxy]-propyl}-methyl-amine hydrochloride). Reaction SMILES: [Cl:1][C:2]1[N:3]([C:11]2[CH:16]=[CH:15][C:14]([O:17][CH2:18][CH2:19][CH2:20]Cl)=[CH:13][CH:12]=2)[N:4]=[C:5]2[C:10]=1[CH:9]=[CH:8][CH:7]=[CH:6]2.[CH3:22][NH2:23]>C(#N)C>[ClH:1].[Cl:1][C:2]1[N:3]([C:11]2[CH:16]=[CH:15][C:14]([O:17][CH2:18][CH2:19][CH2:20][NH:23][CH3:22])=[CH:13][CH:12]=2)[N:4]=[C:5]2[C:10]=1[CH:9]=[CH:8][CH:7]=[CH:6]2 |f:3.4|. Procedure details: The title compound was prepared from product from step 1 (0.6 g, 1.9 mmol) and methyl amine (40% in water, 16.2 mL, 0.47 mol) in acetonitrile (6 mL) was heated to 60° C. for 7 h, and then room temperature for 16 h. The mixture was extracted with ethyl acetate. The combined organic portions were acidified with 10% HCl to pH to 1, and stirred at 0° C. for 1 h. The product was collected on a filter, washed with 1N HCl, water and hexane. After drying under vacuum, the title compound (0.5 g, 79%)as a...